This data is from the Open Reaction Database (ORD), a public repository of structured organic reaction records. The task is: describe an organic reaction: reactants, conditions, products, and yield The reactants are CC1(OCCO1)C1=CC=C(O1)CN1N=C(C=C1)N (1-[5-(2-methyl-[1,3]dioxolan-2-yl)-furan-2-ylmethyl]-1H-pyrazol-3-ylamine), C(C1=CC=CC=C1)C=1OC(=C(N1)C(=O)O)C1=CC=CC=C1 (2-benzyl-5-phenyl-oxazole-4-carboxylic acid). The product is C(C)(=O)C1=CC=C(O1)CN1N=C(C=C1)NC(=O)C=1N=C(OC1C1=CC=CC=C1)CC1=CC=CC=C1 (2-Benzyl-5-phenyl-oxazole-4-carboxylic acid [1-(5-acetyl-furan-2-ylmethyl)-1H-pyrazol-3-yl]-amide). As a reaction SMILES: [CH3:1][C:2]1([C:7]2[O:11][C:10]([CH2:12][N:13]3[CH:17]=[CH:16][C:15]([NH2:18])=[N:14]3)=[CH:9][CH:8]=2)[O:6]CCO1.[CH2:19]([C:26]1[O:27][C:28]([C:34]2[CH:39]=[CH:38][CH:37]=[CH:36][CH:35]=2)=[C:29]([C:31](O)=[O:32])[N:30]=1)[C:20]1[CH:25]=[CH:24][CH:23]=[CH:22][CH:21]=1>>[C:2]([C:7]1[O:11][C:10]([CH2:12][N:13]2[CH:17]=[CH:16][C:15]([NH:18][C:31]([C:29]3[N:30]=[C:26]([CH2:19][C:20]4[CH:25]=[CH:24][CH:23]=[CH:22][CH:21]=4)[O:27][C:28]=3[C:34]3[CH:39]=[CH:38][CH:37]=[CH:36][CH:35]=3)=[O:32])=[N:14]2)=[CH:9][CH:8]=1)(=[O:6])[CH3:1]. Procedure details: Following general procedure B followed by C, starting from 1-[5-(2-methyl-[1,3]dioxolan-2-yl)-furan-2-ylmethyl]-1H-pyrazol-3-ylamine and 2-benzyl-5-phenyl-oxazole-4-carboxylic acid. LC-MS-conditions 02: tR=1.09 min; [M+H]+=467.25. The reactants are O=C([O-])[O-], ClCCl, COCCBr, CCC(C)=O, [K+], [K+], COc1cccc(C(C)NC(=O)Nc2nc3nccc(-c4ccc(O)cc4)n3n2)c1. Product: COCCOc1ccc(-c2ccnc3nc(NC(=O)NC(C)c4cccc(OC)c4)nn23)cc1. Reaction SMILES: [C:31](=[O:32])([O-:33])[O-:34].[CH2:47]([Cl:48])[Cl:49].[CH3:37][O:38][CH2:39][CH2:40][Br:41].[CH3:42][C:43](=[O:44])[CH2:45][CH3:46].[K+:35].[K+:36].[OH:1][c:2]1[cH:3][cH:4][c:5](-[c:8]2[cH:9][cH:10][n:11][c:12]3[n:13]2[n:14][c:15]([NH:17][C:18](=[O:19])[NH:20][CH:21]([CH3:22])[c:23]2[cH:24][c:25]([O:29][CH3:30])[cH:26][cH:27][cH:28]2)[n:16]3)[cH:6][cH:7]1>>[O:1]([c:2]1[cH:3][cH:4][c:5](-[c:8]2[cH:9][cH:10][n:11][c:12]3[n:13]2[n:14][c:15]([NH:17][C:18](=[O:19])[NH:20][CH:21]([CH3:22])[c:23]2[cH:24][c:25]([O:29][CH3:30])[cH:26][cH:27][cH:28]2)[n:16]3)[cH:6][cH:7]1)[CH2:40][CH2:39][O:38][CH3:37]. Starting materials: OC=1C(=CC2=C(C(C(=CO2)C2=CC=C(C=C2)F)=O)C1)O (6,7-Dihydroxy-3-(4-fluorophenyl)-4H-1-benzopyran-4-one), C (charcoal). Reagents/catalysts: S(O)(O)(=O)=O (sulphuric acid), [Pd] (palladium). Run in O1CCOCC1.C(C)O (dioxan ethanol). The product is OC=1C(=CC2=C(CC(CO2)C2=CC=C(C=C2)F)C1)O (3,4-dihydro-6,7-dihydroxy-3-(4-fluorophenyl)-2H-1-benzopyran). Reaction SMILES: [OH:1][C:2]1[C:3]([OH:20])=[CH:4][C:5]2[O:10][CH:9]=[C:8]([C:11]3[CH:16]=[CH:15][C:14]([F:17])=[CH:13][CH:12]=3)[C:7](=O)[C:6]=2[CH:19]=1.C>O1CCOCC1.C(O)C.S(=O)(=O)(O)O.[Pd]>[OH:1][C:2]1[C:3]([OH:20])=[CH:4][C:5]2[O:10][CH2:9][CH:8]([C:11]3[CH:12]=[CH:13][C:14]([F:17])=[CH:15][CH:16]=3)[CH2:7][C:6]=2[CH:19]=1 |f:2.3|. Reported procedure: 6,7-Dihydroxy-3-(4-fluorophenyl)-4H-1-benzopyran-4-one (1.2 g), dissolved in a mixture of dioxan/ethanol 4:6 (40 ml), is hydrogenated for 24 h at room temperature over palladium 5% on active charcoal (0.48 g) in the presence of a few drops of conc. sulphuric acid. After filtration of the catalyst, the filtrate is evaporated to dryness under vacuum. An oil is obtained which crystallizes to give 3,4-dihydro-6,7-dihydroxy-3-(4-fluorophenyl)-2H-1-benzopyran, m.p. 135°-137°.